From a dataset of the Open Reaction Database (ORD), a public repository of structured organic reaction records. describe an organic reaction: reactants, conditions, products, and yield The reactants are CC(C=O)(COCC1=CC(=C(C=C1)F)CC1=CC=CC=C1)C (2,2-dimethyl-3-(3-benzyl-4-fluoro-benzyloxy)propan-1-al), C1(=CC=CC=C1)P(C1=CC=CC=C1)C1=CC=CC=C1 (triphenylphosphine), C(Cl)(Cl)(Cl)Cl (carbon tetrachloride). Reagents/catalysts: [Zn] (zinc). Run in ClCCl (dichloromethane). Conditions: time 14 hour. Yields the product CC(COCC1=CC(=C(C=C1)F)CC1=CC=CC=C1)(C=C(Cl)Cl)C (2,2-dimethyl-1-(3-benzyl-4-fluorobenzyloxy)-4,4-dichlorobut-3-ene). RXN SMILES: [CH3:1][C:2]([CH3:22])([CH2:5][O:6][CH2:7][C:8]1[CH:13]=[CH:12][C:11]([F:14])=[C:10]([CH2:15][C:16]2[CH:21]=[CH:20][CH:19]=[CH:18][CH:17]=2)[CH:9]=1)[CH:3]=O.C1(P(C2C=CC=CC=2)C2C=CC=CC=2)C=CC=CC=1.[C:42](Cl)(Cl)([Cl:44])[Cl:43]>ClCCl.[Zn]>[CH3:1][C:2]([CH3:22])([CH:3]=[C:42]([Cl:44])[Cl:43])[CH2:5][O:6][CH2:7][C:8]1[CH:13]=[CH:12][C:11]([F:14])=[C:10]([CH2:15][C:16]2[CH:21]=[CH:20][CH:19]=[CH:18][CH:17]=2)[CH:9]=1. Procedure details: A mixture of 2,2-dimethyl-3-(3-benzyl-4-fluoro-benzyloxy)propan-1-al (0.4 g), triphenylphosphine (0.77 g), zinc dust (0.10 g) and carbon tetrachloride (3 cm3) in dichloromethane (3 ml) was heated at the reflux temperature for five hours. After cooling to the ambient temperature (ca 25° C.), the mixture was allowed to stand for 14 hours where upon it was triturated with diethylether. The solvent was evaporated under reduced pressure and the residue was passed through a short plug of silica gel us... The reactants are F[B-](F)(F)F, CC(C)(C)OC(=O)NC(Cc1ccc(Br)nc1)C(=O)O, CCN1CCOCC1, CCOC(C)=O, N, CN(C)C=O, CN(C)C(On1nnc2ccccc21)=[N+](C)C. Product: CC(C)(C)OC(=O)NC(Cc1ccc(Br)nc1)C(N)=O. As a reaction SMILES: [B-:29]([F:30])([F:31])([F:32])[F:33].[Br:1][c:2]1[cH:3][cH:4][c:5]([CH2:8][CH:9]([C:10](=[O:11])[OH:12])[NH:13][C:14](=[O:15])[O:16][C:17]([CH3:18])([CH3:19])[CH3:20])[cH:6][n:7]1.[CH2:21]([N:23]1[CH2:22][CH2:24][O:25][CH2:26][CH2:27]1)[CH3:28].[CH3:57][CH2:58][O:59][C:60](=[O:61])[CH3:62].[NH3:51].[O:52]=[CH:53][N:54]([CH3:55])[CH3:56].[n:34]1([O:35][C:36]([N:37]([CH3:38])[CH3:39])=[N+:40]([CH3:41])[CH3:42])[c:43]2[cH:44][cH:45][cH:46][cH:47][c:48]2[n:49][n:50]1>>[Br:1][c:2]1[cH:3][cH:4][c:5]([CH2:8][CH:9]([C:10](=[O:11])[NH2:23])[NH:13][C:14](=[O:15])[O:16][C:17]([CH3:18])([CH3:19])[CH3:20])[cH:6][n:7]1. Reactants: OC1CCN(CC1)C1=CC=C(C(=O)O)C=C1 (4-(4-hydroxypiperidin-1-yl)benzoic acid), C1(CC1)C(=O)O (cyclopropanecarboxylic acid), NC1=CC=C(C=C1)N1N=C2C=CC(=CC2=C1)N (2-(4-aminophenyl)-5-amino-2H-indazole). Product: C1(CC1)C(=O)NC1=CC=C(C=C1)N1N=C2C=CC(=CC2=C1)NC(C1=CC=C(C=C1)N1CCC(CC1)O)=O (N-(2-(4-(Cyclopropanecarboxamido)phenyl)-2H-indazol-5-yl)-4-(4-hydroxypiperidin-1-yl)benzamide). RXN SMILES: [OH:1][CH:2]1[CH2:7][CH2:6][N:5]([C:8]2[CH:16]=[CH:15][C:11]([C:12]([OH:14])=O)=[CH:10][CH:9]=2)[CH2:4][CH2:3]1.[CH:17]1([C:20]([OH:22])=O)[CH2:19][CH2:18]1.[NH2:23][C:24]1[CH:29]=[CH:28][C:27]([N:30]2[CH:38]=[C:37]3[C:32]([CH:33]=[CH:34][C:35]([NH2:39])=[CH:36]3)=[N:31]2)=[CH:26][CH:25]=1>>[CH:17]1([C:20]([NH:23][C:24]2[CH:25]=[CH:26][C:27]([N:30]3[CH:38]=[C:37]4[C:32]([CH:33]=[CH:34][C:35]([NH:39][C:12](=[O:14])[C:11]5[CH:10]=[CH:9][C:8]([N:5]6[CH2:4][CH2:3][CH:2]([OH:1])[CH2:7][CH2:6]6)=[CH:16][CH:15]=5)=[CH:36]4)=[N:31]3)=[CH:28][CH:29]=2)=[O:22])[CH2:19][CH2:18]1. Reported procedure: Compound 681 was prepared according to the procedure similar to that described in Scheme IV from 4-(4-hydroxypiperidin-1-yl)benzoic acid, cyclopropanecarboxylic acid, and 2-(4-aminophenyl)-5-amino-2H-indazole. [M+H]+ calcd for C29H29N5O3: 496.23; found 496.05. Starting materials: C(C(=O)Cl)(=O)Cl (oxalyl chloride), CS(=O)C (DMSO), TEA, CC=1OCC(N1)(CCC1=CC=C(C=C1)CCCCCCCC)CO ((+/−)-2-Methyl-4-hydroxymethyl-4-(2-(4-octylphenyl)ethyl)oxazoline). The solvent is C(Cl)Cl (CH2Cl2). Conditions: time 10 minute. Product: CC=1OCC(N1)(CCC1=CC=C(C=C1)CCCCCCCC)C=O ((+/−)-2-Methyl-4-formyl-4-(2-(4-octylphenyl)ethyl)oxazoline). The yield is 100.6%. As a reaction SMILES: C(Cl)(=O)C(Cl)=O.CS(C)=O.[CH3:11][C:12]1[O:13][CH2:14][C:15]([CH2:33][OH:34])([CH2:17][CH2:18][C:19]2[CH:24]=[CH:23][C:22]([CH2:25][CH2:26][CH2:27][CH2:28][CH2:29][CH2:30][CH2:31][CH3:32])=[CH:21][CH:20]=2)[N:16]=1>C(Cl)Cl>[CH3:11][C:12]1[O:13][CH2:14][C:15]([CH:33]=[O:34])([CH2:17][CH2:18][C:19]2[CH:24]=[CH:23][C:22]([CH2:25][CH2:26][CH2:27][CH2:28][CH2:29][CH2:30][CH2:31][CH3:32])=[CH:21][CH:20]=2)[N:16]=1. Procedure details: A solution of 0.059 mL (0.8 mmol) of oxalyl chloride in 1.5 mL of CH2Cl2 at −78° C. was treated with 0.12 mL (1.6 mmol) of DMSO. The resulting mixture was stirred cold for 10 min, 118 mg of (+/−)-2-methyl-4-hydroxymethyl-4-(2-(4-octylphenyl)ethyl)oxazoline (from EXAMPLE 2, Step A) was added and resulting mixture was stirred cold for 30 min. TEA (0.28 mL, 2.0 mmol) was added and the resulting mixture was warmed to rt. The mixture was partitioned between 30 mL of ether and 10 mL of water. The orga... Reactants: COC(CC[C@H](C(=O)OC(C)(C)C)NC(=O)OCC1=CC=CC=C1)=O ((2R)-2-benzyloxycarbonylamino-pentanedioic acid 1-tert-butyl ester 5-methyl ester), C[Si](C)(C)[N-][Si](C)(C)C.[Li+] (lithium bis(trimethylsilyl)amide), C(C=C)Br (Allyl bromide). Solvent: O1CCCC1 (tetrahydrofuran). Reaction conditions: temperature -45 celsius, time 1 hour. Yields the product COC([C@@H](C[C@H](C(=O)OC(C)(C)C)NC(=O)OCC1=CC=CC=C1)CC=C)=O ((2R,4R)-4-allyl-2-benzyloxycarbonylamino-pentanedioic acid 1-tert-butyl ester 5-methyl ester). As a reaction SMILES: [CH3:1][O:2][C:3](=[O:25])[CH2:4][CH2:5][C@@H:6]([NH:14][C:15]([O:17][CH2:18][C:19]1[CH:24]=[CH:23][CH:22]=[CH:21][CH:20]=1)=[O:16])[C:7]([O:9][C:10]([CH3:13])([CH3:12])[CH3:11])=[O:8].C[Si]([N-][Si](C)(C)C)(C)C.[Li+].[CH2:36](Br)[CH:37]=[CH2:38]>O1CCCC1>[CH3:1][O:2][C:3](=[O:25])[C@H:4]([CH2:38][CH:37]=[CH2:36])[CH2:5][C@@H:6]([NH:14][C:15]([O:17][CH2:18][C:19]1[CH:20]=[CH:21][CH:22]=[CH:23][CH:24]=1)=[O:16])[C:7]([O:9][C:10]([CH3:13])([CH3:12])[CH3:11])=[O:8] |f:1.2|. Reported procedure: To a stirred, cold (−78° C.) solution of (2R)-2-benzyloxycarbonylamino-pentanedioic acid 1-tert-butyl ester 5-methyl ester (5.6 g, 15.9 mmol), prepared as described in J. Org. Chem., 55, 1711-1721 (1990) and J. Med. Chem., 39, 73-85 (1996), in 30 mL of tetrahydrofuran was added lithium bis(trimethylsilyl)amide (40 mL, 1 M in tetrahydrofuran, 39.8 mmol). The resulting mixture was stirred for 1 hour at −45° C. and then recooled to −78° C. Allyl bromide (5.2 mL, 63.7 mmol) was then added. After 2 h...